This data is from the Open Reaction Database (ORD), a public repository of structured organic reaction records. The task is: describe an organic reaction: reactants, conditions, products, and yield The reactants are [OH-].[Na+] (sodium hydroxide), ClC1=NC=NC2=CC(=C(C=C12)OC)OC (4-chloro-6,7-dimethoxyquinazoline), C([O-])([O-])=O.[K+].[K+] (potassium carbonate), OC1=CC=C2C=CC=NC2=C1 (7-hydroxyquinoline). Solvent: CN(C)C=O (DMF). Run at temperature 100 celsius, time 5 hour. The product is COC=1C=C2C(=NC=NC2=CC1OC)OC1=CC=C2C=CC=NC2=C1 (6,7-dimethoxy-4-(quinolin-7-yloxy)quinazoline). The yield is 24.0%. RXN SMILES: Cl[C:2]1[C:11]2[C:6](=[CH:7][C:8]([O:14][CH3:15])=[C:9]([O:12][CH3:13])[CH:10]=2)[N:5]=[CH:4][N:3]=1.C(=O)([O-])[O-].[K+].[K+].[OH:22][C:23]1[CH:32]=[C:31]2[C:26]([CH:27]=[CH:28][CH:29]=[N:30]2)=[CH:25][CH:24]=1.[OH-].[Na+]>CN(C=O)C>[CH3:13][O:12][C:9]1[CH:10]=[C:11]2[C:6](=[CH:7][C:8]=1[O:14][CH3:15])[N:5]=[CH:4][N:3]=[C:2]2[O:22][C:23]1[CH:32]=[C:31]2[C:26]([CH:27]=[CH:28][CH:29]=[N:30]2)=[CH:25][CH:24]=1 |f:1.2.3,5.6|. Reported procedure: 6,7-Dimethoxy-3,4-dihydroquinazolin-4-one (290 mg, 1.4 mmol) was suspended in thionyl chloride (5 ml) and DMF (2 drops) and heated at reflux for 2 hours. The thionyl chloride was evaporated under vacuum and the residue azeotroped with toluene three times to give 4-chloro-6,7-dimethoxyquinazoline. A mixture of the crude 4-chloro-6,7-dimethoxyquinazoline, potassium carbonate (970 mg, 7 mmol) and 7-hydroxyquinoline (235 mg, 1.62 mmol) in DMF (10 ml) was stirred at 100° C. for 5 hours and allowed to... Reactants: CON(C)C(=O)C1CCN(C(=O)OC(C)(C)C)CC1, C1CCOC1, [Li]CCCC, COc1cccc2scnc12. The product is COc1cccc2sc(C(=O)C3CCN(C(=O)OC(C)(C)C)CC3)nc12. Reaction SMILES: [C:17]([CH3:18])([CH3:19])([CH3:20])[O:21][C:22](=[O:23])[N:24]1[CH2:25][CH2:26][CH:27]([C:30]([N:31]([O:32][CH3:33])[CH3:34])=[O:35])[CH2:28][CH2:29]1.[CH2:36]1[O:37][CH2:38][CH2:39][CH2:40]1.[CH3:12][CH2:13][CH2:14][CH2:15][Li:16].[CH3:1][O:2][c:3]1[cH:4][cH:5][cH:6][c:7]2[c:8]1[n:9][cH:10][s:11]2>>[CH3:1][O:2][c:3]1[cH:4][cH:5][cH:6][c:7]2[c:8]1[n:9][c:10]([C:30]([CH:27]1[CH2:26][CH2:25][N:24]([C:22]([O:21][C:17]([CH3:18])([CH3:19])[CH3:20])=[O:23])[CH2:29][CH2:28]1)=[O:35])[s:11]2.